This data is from the Open Reaction Database (ORD), a public repository of structured organic reaction records. The task is: describe an organic reaction: reactants, conditions, products, and yield Reactants: BrC=1C=C2C(CC(OC2=CC1O)(C)C)=O (6-bromo-7-hydroxy-2,2-dimethyl-chroman-4-one), BrC=1C=C2C(CC(OC2=CC1O)(C)C)=O (6-bromo-7-hydroxy-2,2-dimethyl-chroman-4-one), C([O-])([O-])=O.[K+].[K+] (potassium carbonate), IC(C)C (2-iodopropane). The solvent is CC(=O)C (acetone). The product is BrC=1C=C2C(CC(OC2=CC1OC(C)C)(C)C)=O (6-Bromo-7-isopropoxy-2,2-dimethyl-chroman-4-one). RXN SMILES: [Br:1][C:2]1[CH:3]=[C:4]2[C:9](=[CH:10][C:11]=1[OH:12])[O:8][C:7]([CH3:14])([CH3:13])[CH2:6][C:5]2=[O:15].C(=O)([O-])[O-].[K+].[K+].I[CH:23]([CH3:25])[CH3:24]>CC(C)=O>[Br:1][C:2]1[CH:3]=[C:4]2[C:9](=[CH:10][C:11]=1[O:12][CH:23]([CH3:25])[CH3:24])[O:8][C:7]([CH3:13])([CH3:14])[CH2:6][C:5]2=[O:15] |f:1.2.3|. Procedure details: As described in General Procedure A, 6-bromo-7-hydroxy-2,2-dimethyl-chroman-4-one, (Compound 3, 1.0 g, 3.8 mmol) in acetone (50 mL) was treated with anhydrous potassium carbonate (2.1 g, 14.9 mmol) and 2-iodopropane (0.7 mL, 7.5 mmol) to give the title compound as a white solid after purification by flash chromatography (silica gel, 10% ethyl acetate in hexanes). Starting materials: CN1N=CC(=C1)N (1-methyl-1H-pyrazol-4-amine), ClC1=NC=C(C(=N1)Cl)F (2,4-dichloro-5-fluoropyrimidine), N[C@H]1[C@H]([C@@H]2C=C[C@H]1C2)C(=O)N ((+/−)-(1S,2S,3R,4R)-3-aminobicyclo[2.2.1]hept-5-ene-2-carboxamide), ClC1=NC=C(C(=N1)Cl)Br (2,4-dichloro-5-bromopyrimidine). The product is BrC=1C(=NC(=NC1)NC=1C=NN(C1C)C)N[C@H]1[C@H]([C@@H]2C=C[C@H]1C2)C(=O)N ((1S,2S,3R,4R)-3-({5-bromo-2-[(1,5-dimethyl-1H-pyrazol-4-yl)amino]pyrimidin-4-yl}amino)bicyclo[2.2.1]hept-5-ene-2-carboxamide). Reaction SMILES: [CH3:1][N:2]1[CH:6]=[C:5]([NH2:7])[CH:4]=[N:3]1.[NH2:8][C@@H:9]1[C@@H:14]2[CH2:15][C@@H:11]([CH:12]=[CH:13]2)[C@@H:10]1[C:16]([NH2:18])=[O:17].Cl[C:20]1[N:25]=[C:24](Cl)[C:23]([Br:27])=[CH:22][N:21]=1.Cl[C:29]1N=C(Cl)C(F)=CN=1>>[Br:27][C:23]1[C:22]([NH:8][C@@H:9]2[C@@H:14]3[CH2:15][C@@H:11]([CH:12]=[CH:13]3)[C@@H:10]2[C:16]([NH2:18])=[O:17])=[N:21][C:20]([NH:7][C:5]2[CH:4]=[N:3][N:2]([CH3:1])[C:6]=2[CH3:29])=[N:25][CH:24]=1. Procedure details: The title compound was prepared as described in Example 1, substituting 1,5-dimethyl-1H-pyrazol-4-amine for 1-methyl-1H-pyrazol-4-amine in Example 1B along with substitution of (+)-(1S,2S,3R,4R)-3-aminobicyclo[2.2.1]hept-5-ene-2-carboxamide for (+/−)-(1S,2S,3R,4R)-3-aminobicyclo[2.2.1]hept-5-ene-2-carboxamide and 2,4-dichloro-5-bromopyrimidine for 2,4-dichloro-5-fluoropyrimidine in Example 1A. 1H NMR (400 MHz, DMSO-d6) ppm 1.38 (d, J=8.85 Hz, 1H) 2.08 (d, J=8.85 Hz, 1H) 2.15 (s, 3H) 2.70 (s, 1H)... Reactants: ClC1=CC=C(C=C1)N1C2=NC=NC(=C2N=C1C1=C(C=C(C=C1)Cl)Cl)C(C)=O (1-[9-(4-chlorophenyl)-8-(2,4-dichlorophenyl)-9H-purin-6-yl]-ethanone), C(C)(C)N (isopropylamine), [BH4-].[Na+] (sodium borohydride), CO (methanol). The reagents and catalysts are CC([O-])C.[Ti+4].CC([O-])C.CC([O-])C.CC([O-])C (titanium(IV) isopropoxide). The solvent is C(Cl)Cl (methylene chloride). Conditions: time 3 hour. The product is ClC1=CC=C(C=C1)N1C2=NC=NC(=C2N=C1C1=C(C=C(C=C1)Cl)Cl)C(C)NC(C)C ({1-[9-(4-Chlorophenyl)-8-(2,4-dichlorophenyl)-9H-purin-6-yl]-ethyl}-isopropylamine). RXN SMILES: [Cl:1][C:2]1[CH:7]=[CH:6][C:5]([N:8]2[C:16]([C:17]3[CH:22]=[CH:21][C:20]([Cl:23])=[CH:19][C:18]=3[Cl:24])=[N:15][C:14]3[C:9]2=[N:10][CH:11]=[N:12][C:13]=3[C:25](=O)[CH3:26])=[CH:4][CH:3]=1.[CH:28]([NH2:31])([CH3:30])[CH3:29].CO.[BH4-].[Na+]>C(Cl)Cl.CC(C)[O-].[Ti+4].CC(C)[O-].CC(C)[O-].CC(C)[O-]>[Cl:1][C:2]1[CH:7]=[CH:6][C:5]([N:8]2[C:16]([C:17]3[CH:22]=[CH:21][C:20]([Cl:23])=[CH:19][C:18]=3[Cl:24])=[N:15][C:14]3[C:9]2=[N:10][CH:11]=[N:12][C:13]=3[CH:25]([NH:31][CH:28]([CH3:30])[CH3:29])[CH3:26])=[CH:4][CH:3]=1 |f:3.4,6.7.8.9.10|. Procedure details: A solution of 1-[9-(4-chlorophenyl)-8-(2,4-dichlorophenyl)-9H-purin-6-yl]-ethanone I-(15A-1)a (16 mg, 0.038 mmol) and isopropylamine (6.5 μl, 0.076 mmol) in methylene chloride (0.3 ml) was stirred at room temperature and to it was added titanium(IV) isopropoxide (34 μl, 0.114 mmol). The reaction mixture was stirred for 3 hours and then methanol (0.5 ml) was added followed by sodium borohydride (5 mg). When the reaction was shown to be complete by LC/MS it was purified by TLC preparative plate us... The reactants are CCCCCOc1nsnc1-c1cccnc1, CI, CC(C)=O. Yields the product CCCCCOc1nsnc1-c1ccc[n+](C)c1, [I-]. Reaction SMILES: [CH2:3]([CH2:4][CH2:5][CH2:6][CH3:7])[O:8][c:9]1[c:10](-[c:14]2[cH:15][n:16][cH:17][cH:18][cH:19]2)[n:11][s:12][n:13]1.[CH3:1][I:2].[CH3:20][C:21](=[O:22])[CH3:23]>>[CH3:1][n+:16]1[cH:15][c:14](-[c:10]2[c:9]([O:8][CH2:3][CH2:4][CH2:5][CH2:6][CH3:7])[n:13][s:12][n:11]2)[cH:19][cH:18][cH:17]1.[I-:2]. Reactants: C(CCC)[SnH](CCCC)CCCC (tributyltinhydride), C(C)OC1=CC(CC1)=O (3-Ethoxy-cyclopent-2-enone), C(C)OC1=CC(CC1)=O (3-ethoxy-cyclopent-2-enone), C(CCC)[Li] (n-butyllithium), C(C)(C)NC(C)C (diisopropylamine). Solvent: C(Cl)Cl (CH2Cl2), C1CCOC1 (THF), C1CCOC1 (THF). Run at temperature 0 celsius, time 15 minute. The product is C(CCC)[Sn](C1=CC(CC1)=O)(CCCC)CCCC (3-Tributylstannyl-cyclopent-2-enone). The yield is 61.4%. As a reaction SMILES: C(O[C:4]1[CH2:8][CH2:7][C:6](=[O:9])[CH:5]=1)C.C(NC(C)C)(C)C.C([Li])CCC.[CH2:22]([SnH:26]([CH2:31][CH2:32][CH2:33][CH3:34])[CH2:27][CH2:28][CH2:29][CH3:30])[CH2:23][CH2:24][CH3:25]>C1COCC1.C(Cl)Cl>[CH2:31]([Sn:26]([CH2:22][CH2:23][CH2:24][CH3:25])([CH2:27][CH2:28][CH2:29][CH3:30])[C:4]1[CH2:8][CH2:7][C:6](=[O:9])[CH:5]=1)[CH2:32][CH2:33][CH3:34]. Procedure: 3-Ethoxy-cyclopent-2-enone (1.0 g, 7.9 mmol) was dissolved in THF (2 ml) and was placed in an addition funnel atop a flask equipped with stirring and a cooling bath. The flask was charged with THF (10 ml) and diisopropylamine (0.88 g, 8.7 mmol) and cooled to 0° C. To the solution was added n-butyllithium (1.9M, 4.6 ml) and the resulting solution stirred for five minutes. While still at 0° C., tributyltinhydride (2.35 ml, 8.7 mmol) was added to give a yellow solution, then after 15 minutes at 0° ... Starting materials: C1(=CC=CC=C1)CC(C(=O)OCC)(OC1OCCCC1)C(=O)OCC (ethyl 3-phenyl-2-ethoxycarbonyl-2-(2-tetrahydropyranyloxy)-propanoate). Run in CCO (EtOH). Reaction conditions: time 12 hour. The product is C1(=CC=CC=C1)CC(C(=O)OCC)(C(=O)OCC)O (ethyl 3-phenyl-2-hydroxy-2-ethoxycarbonyl-propanoate). Isolated yield 94.3%. As a reaction SMILES: [C:1]1([CH2:7][C:8]([C:21]([O:23][CH2:24][CH3:25])=[O:22])([O:14]C2CCCCO2)[C:9]([O:11][CH2:12][CH3:13])=[O:10])[CH:6]=[CH:5][CH:4]=[CH:3][CH:2]=1>CCO>[C:1]1([CH2:7][C:8]([OH:14])([C:21]([O:23][CH2:24][CH3:25])=[O:22])[C:9]([O:11][CH2:12][CH3:13])=[O:10])[CH:2]=[CH:3][CH:4]=[CH:5][CH:6]=1. Procedure: 25 mg of pTS acid are added to a solution of ethyl 3-phenyl-2-ethoxycarbonyl-2-(2-tetrahydropyranyloxy)-propanoate (6 g) in EtOH (25 ml). After 12 hours at r.t., the solvent is evaporated under vacuum, the mixture is partitioned between water and AcOEt; the organic phase is separated, dried, concentrated to small volume. The residue is adsorbed on SiO2 (40 g); by elution with 90:10 cyclohexane:AcOEt, 4.3 g of ethyl 3-phenyl-2-hydroxy-2-ethoxycarbonyl-propanoate, oil, are obtained. I.R.: 3500, 30... Reactants: C(C1=CC=CC=C1)[C@H](C(=O)O)CC[C@@H](C(=O)N[C@@H]1C(N2[C@@H](SCC1)CCC[C@H]2C(=O)OC)=O)CC2=CC=CC=C2 ((2R,5R)-2,5-Dibenzyl-6-((4S,7S,10aS)-7-(methoxycarbonyl)-5-oxooctahydro-2H-pyrido[2,1-b][1,3]thiazepin-4-ylamino)-6-oxohexanoic acid), Cl.N[C@H]1CCCC[C@@H]2N(C1=O)CCCC2 ((7S,11aS)-7-Aminooctahydro-1H-pyrido[1,2-a]azocin-6(2H)-one hydrogen chloride). Yields the product C(C1=CC=CC=C1)[C@H](C(=O)N[C@@H]1C(N2[C@@H](SCC1)CCC[C@H]2C(=O)OC)=O)CC[C@@H](C(N[C@H]2CCCC[C@@H]1N(C2=O)CCCC1)=O)CC1=CC=CC=C1 ((4S,7S,10aS)-Methyl 4-((2R,5R)-2,5-dibenzyl-6-oxo-6-((7S,11aS)-6-oxodecahydro-1H-pyrido[1,2-a]azocin-7-ylamino)hexanamido)-5-oxooctahydro-2H-pyrido[2,1-b][1,3]thiazepine-7-carboxylate), solid. Isolated yield 80.0%. As a reaction SMILES: [CH2:1]([C@@H:8]([CH2:12][CH2:13][C@H:14]([CH2:34][C:35]1[CH:40]=[CH:39][CH:38]=[CH:37][CH:36]=1)[C:15]([NH:17][C@H:18]1[CH2:24][CH2:23][S:22][C@H:21]2[CH2:25][CH2:26][CH2:27][C@@H:28]([C:29]([O:31][CH3:32])=[O:30])[N:20]2[C:19]1=[O:33])=[O:16])[C:9](O)=[O:10])[C:2]1[CH:7]=[CH:6][CH:5]=[CH:4][CH:3]=1.Cl.[NH2:42][C@@H:43]1[C:50](=[O:51])[N:49]2[CH2:52][CH2:53][CH2:54][CH2:55][C@@H:48]2[CH2:47][CH2:46][CH2:45][CH2:44]1>>[CH2:34]([C@@H:14]([CH2:13][CH2:12][C@H:8]([CH2:1][C:2]1[CH:3]=[CH:4][CH:5]=[CH:6][CH:7]=1)[C:9](=[O:10])[NH:42][C@@H:43]1[C:50](=[O:51])[N:49]2[CH2:52][CH2:53][CH2:54][CH2:55][C@@H:48]2[CH2:47][CH2:46][CH2:45][CH2:44]1)[C:15]([NH:17][C@H:18]1[CH2:24][CH2:23][S:22][C@H:21]2[CH2:25][CH2:26][CH2:27][C@@H:28]([C:29]([O:31][CH3:32])=[O:30])[N:20]2[C:19]1=[O:33])=[O:16])[C:35]1[CH:40]=[CH:39][CH:38]=[CH:37][CH:36]=1 |f:1.2|. Procedure: (4S,7S,10aS)-Methyl 4-((2R,5R)-2,5-dibenzyl-6-oxo-6-((7S,11aS)-6-oxodecahydro-1H-pyrido[1,2-a]azocin-7-ylamino)hexanamido)-5-oxooctahydro-2H-pyrido[2,1-b][1,3]thiazepine-7-carboxylate was synthesized as described in General Procedure H using Intermediate 23 (11 mg, 0.019 mmol) and Intermediate 56 (5.0 mg, 0.021 mmol) to give a white solid (11 mg, 80% yield). Anal. Calcd. for C42H56N4O6S m/z 744.4. found: 745.3 (M+H)+; 1H NMR (400 MHz, CDCl3) δ ppm 7.28-7.08 (11H, m), 7.05 (1H, d, J=7.1 Hz), 5.33... Starting materials: C(C(=C)C)(=O)OC(C(=C)C)=O (methacrylic anhydride), C(C(=C)C)(=O)OC(C(=C)C)=O (methacrylic anhydride), OC(C(=O)[O-])=C (hydroxyacrylate). Yields the product C(C(=C)C)(=O)OCC (ethyl methacrylate), C(C(=C)C)(=O)O (methacrylic acid). Reaction SMILES: [C:1]([O:6][C:7](=O)[C:8](C)=C)(=[O:5])[C:2]([CH3:4])=[CH2:3].OC(=C)C([O-])=O>>[C:1]([O:6][CH2:7][CH3:8])(=[O:5])[C:2]([CH3:4])=[CH2:3].[C:1]([OH:6])(=[O:5])[C:2]([CH3:4])=[CH2:3]. Reported procedure: It is just as possible to use an excess of methacrylic anhydride, for example 20 mol %. In this case, after the reaction of the hydroxyacrylate (II) is as complete as possible, the excess methacrylic anhydride is destroyed by adding a low molecular weight alcohol such as methanol, ethanol, or isopropanol. This method is particularly recommended with longer-chained compounds (n=3-100). The excess methacrylic anhydride guarantees the most complete possible conversion of the hydroxy compound; the s... Starting materials: Fc1ccc(CBr)cc1, O=C([O-])[O-], Fc1ccc(S)cc1Cl, [K+], [K+], CN(C)C=O, O. The product is O=S(=O)(Cc1ccc(F)cc1)c1ccc(F)c(Cl)c1. Reaction SMILES: [Br:10][CH2:11][c:12]1[cH:13][cH:14][c:15]([F:18])[cH:16][cH:17]1.[C:19]([O-:20])(=[O:21])[O-:22].[Cl:1][c:2]1[cH:3][c:4]([SH:9])[cH:5][cH:6][c:7]1[F:8].[K+:23].[K+:24].[O:26]=[CH:27][N:28]([CH3:29])[CH3:30].[OH2:25]>>[Cl:1][c:2]1[cH:3][c:4]([S:9]([CH2:11][c:12]2[cH:13][cH:14][c:15]([F:18])[cH:16][cH:17]2)(=[O:20])=[O:25])[cH:5][cH:6][c:7]1[F:8].